This data is from the Open Reaction Database (ORD), a public repository of structured organic reaction records. The task is: describe an organic reaction: reactants, conditions, products, and yield The reactants are C(#N)C1=CC=C(C=C1)C=1C(=CC(NN1)=O)C (6-(p-cyanophenyl)-5-methyl-3(2H)-pyridazinone), P(=O)(Cl)(Cl)Cl (phosphorus oxychloride). The product is C(#N)C1=CC=C(C=C1)C1=C(C=C(N=N1)Cl)C (6-(p-cyanophenyl)-5-methyl-3-chloropyridazine). RXN SMILES: [C:1]([C:3]1[CH:8]=[CH:7][C:6]([C:9]2[C:10]([CH3:16])=[CH:11][C:12](=O)[NH:13][N:14]=2)=[CH:5][CH:4]=1)#[N:2].P(Cl)(Cl)([Cl:19])=O>>[C:1]([C:3]1[CH:8]=[CH:7][C:6]([C:9]2[N:14]=[N:13][C:12]([Cl:19])=[CH:11][C:10]=2[CH3:16])=[CH:5][CH:4]=1)#[N:2]. Procedure details: A 2.0 portion of 6-(p-cyanophenyl)-5-methyl-3(2H)-pyridazinone and 10 ml. of phosphorus oxychloride are heated at steam bath temperature for 4 hours. The reaction mixture is poured into crushed ice and the resulting solid, after decomposition of the unreacted phosphorus oxychloride, is recovered by filtration, washed with water and dried. This product is recrystallized several times from methanol giving 6-(p-cyanophenyl)-5-methyl-3-chloropyridazine, m.p. 218°-220° C. Reaction SMILES: [CH2:1]([CH:4]1[CH2:8][CH:7]([O:9][CH2:10][C:11]2[CH:16]=[CH:15][CH:14]=[CH:13][CH:12]=2)[CH2:6][N:5]1[C:17](=[O:28])[CH:18]([NH2:27])[CH2:19][C:20]1[CH:25]=[CH:24][C:23]([F:26])=[CH:22][CH:21]=1)[CH:2]=[CH2:3].[C:29]([N:36]1[CH:45]([C:46](O)=[O:47])[CH2:44][CH:43]2[C:38](=[CH:39][CH:40]=[CH:41][CH2:42]2)[CH2:37]1)([O:31][C:32]([CH3:35])([CH3:34])[CH3:33])=[O:30].ON1C2C=CC=CC=2N=N1.CN1CCOCC1.CN(C)CCCN=C=NCC>CN(C=O)C>[C:32]([O:31][C:29]([N:36]1[CH:45]([C:46](=[O:47])[NH:27][CH:18]([CH2:19][C:20]2[CH:21]=[CH:22][C:23]([F:26])=[CH:24][CH:25]=2)[C:17]([N:5]2[CH2:6][CH:7]([O:9][CH2:10][C:11]3[CH:16]=[CH:15][CH:14]=[CH:13][CH:12]=3)[CH2:8][CH:4]2[CH2:1][CH:2]=[CH2:3])=[O:28])[CH2:44][C:43]2[C:38](=[CH:39][CH:40]=[CH:41][CH:42]=2)[CH2:37]1)=[O:30])([CH3:35])([CH3:34])[CH3:33]. Conditions: temperature 0 celsius, time 1 hour. Procedure: To solution of 1-(2-allyl-4-benzyloxy-pyrrolidin-1-yl)-2-amino-3-(4-fluorophenyl)-propan-1-one, 54, (1.4 mmol) is dissolved in DMF (10 mL) are added N-Boc-tetrahydroisoquinoline-3-carboxylic acid (0.47 g, 1.5 mmol), 1-hydroxybenzotriazole (0.43 g, 2.8 mmol), N-methylmorpholine (0.84 g, 8.3 mmol) and 1-(3-dimethylamino-propyl)-3-ethylcarbodiimide (0.32 g, 1.7 mmol) at 0° C. The reaction mixture is stirred at 0° C. for 1 hour and then warmed to room temperature and stirred an additional 1.5 hour. ... The product is C(C)(C)(C)OC(=O)N1CC2=CC=CC=C2CC1C(NC(C(=O)N1C(CC(C1)OCC1=CC=CC=C1)CC=C)CC1=CC=C(C=C1)F)=O (3-[2-(2-allyl-4-benzyloxy-pyrrolidin-1-yl)-1-(4-fluorobenzyl)-2-oxo-ethylcarbamoyl]-3,4-dihydro-1H-isoquinoline-2-carboxylic acid tert-butyl ester). The solvent is CN(C)C=O (DMF). The yield is 77.0%. Reactants: C(=O)(OC(C)(C)C)N1CC2=CC=CCC2CC1C(=O)O (N-Boc-tetrahydroisoquinoline-3-carboxylic acid), ON1N=NC2=C1C=CC=C2 (1-hydroxybenzotriazole), CN1CCOCC1 (N-methylmorpholine), CN(CCCN=C=NCC)C (1-(3-dimethylamino-propyl)-3-ethylcarbodiimide), C(C=C)C1N(CC(C1)OCC1=CC=CC=C1)C(C(CC1=CC=C(C=C1)F)N)=O (1-(2-allyl-4-benzyloxy-pyrrolidin-1-yl)-2-amino-3-(4-fluorophenyl)-propan-1-one). The reactants are C(#N)C1=C(C=C(C=C1)N1N=C2C3=C(CCC2C1C1CCCC1)C=C(C=C3)C(=O)O)C (2-(4-cyano-3-methylphenyl)-3-cyclopentyl-3,3a,4,5-tetrahydro-2H-benzo[g]indazole-7-carboxylic acid), C(C)O.C(=O)=O (ethanol carbon dioxide), C(C)O.C(=O)=O (ethanol carbon dioxide). The product is C(#N)C1=C(C=C(C=C1)N1N=C2C3=C(CC[C@H]2[C@H]1C1CCCC1)C=C(C=C3)C(=O)O)C ((3R,3aS)-2-(4-cyano-3-methylphenyl)-3-cyclopentyl-3,3a,4,5-tetrahydro-2H-benzo[g]indazole-7-carboxylic acid). RXN SMILES: [C:1]([C:3]1[CH:8]=[CH:7][C:6]([N:9]2[CH:17]([CH:18]3[CH2:22][CH2:21][CH2:20][CH2:19]3)[CH:16]3[C:11]([C:12]4[CH:26]=[CH:25][C:24]([C:27]([OH:29])=[O:28])=[CH:23][C:13]=4[CH2:14][CH2:15]3)=[N:10]2)=[CH:5][C:4]=1[CH3:30])#[N:2].C(O)C.C(=O)=O>>[C:1]([C:3]1[CH:8]=[CH:7][C:6]([N:9]2[C@H:17]([CH:18]3[CH2:19][CH2:20][CH2:21][CH2:22]3)[C@H:16]3[C:11]([C:12]4[CH:26]=[CH:25][C:24]([C:27]([OH:29])=[O:28])=[CH:23][C:13]=4[CH2:14][CH2:15]3)=[N:10]2)=[CH:5][C:4]=1[CH3:30])#[N:2] |f:1.2|. Procedure: The title compound was prepared from the 2-(4-cyano-3-methylphenyl)-3-cyclopentyl-3,3a,4,5-tetrahydro-2H-benzo[g]indazole-7-carboxylic acid prepared in Example 21 using chiral resolution (e.g., Method G (Chiralcel OJ-H 30×250 mm; 50% ethanol/carbon dioxide). Second eluting peak: chiral HPLC tR=3.49 minutes (Chiralcel OJ-H 4.6×250 mm; 50% ethanol/carbon dioxide)).